From a dataset of the Open Reaction Database (ORD), a public repository of structured organic reaction records. describe an organic reaction: reactants, conditions, products, and yield The reactants are C(C1=CC=CC=C1)N1CCC(CC1)CC(C1=CC=CC=C1)(C1=CC=CC=C1)C(N)=O (1-benzyl-4-(2-carbamoyl-2,2-diphenylethyl)piperidine), C(=O)O (formic acid). The reagents and catalysts are [Pd] (Palladium on charcoal). The solvent is CO (methanol). Conditions: time 24 hour. Yields the product C(N)(=O)C(CC1CCNCC1)(C1=CC=CC=C1)C1=CC=CC=C1 (4-(2-Carbamoyl-2,2-diphenylethyl)piperidine). Yield: 87.2%. RXN SMILES: C([N:8]1[CH2:13][CH2:12][CH:11]([CH2:14][C:15]([C:28](=[O:30])[NH2:29])([C:22]2[CH:27]=[CH:26][CH:25]=[CH:24][CH:23]=2)[C:16]2[CH:21]=[CH:20][CH:19]=[CH:18][CH:17]=2)[CH2:10][CH2:9]1)C1C=CC=CC=1.C(O)=O>[Pd].CO>[C:28]([C:15]([C:22]1[CH:23]=[CH:24][CH:25]=[CH:26][CH:27]=1)([C:16]1[CH:17]=[CH:18][CH:19]=[CH:20][CH:21]=1)[CH2:14][CH:11]1[CH2:12][CH2:13][NH:8][CH2:9][CH2:10]1)(=[O:30])[NH2:29]. Procedure: 10% Palladium on charcoal (900 mg) was added portionwise over 10 minutes to a stirred, ice-cooled solution of 1-benzyl-4-(2-carbamoyl-2,2-diphenylethyl)piperidine (890 mg, 2.23 mmol) (see Example 17) and formic acid (1.0 ml) in methanol (19 ml) and the mixture stirred at room temperature for 24 hours, filtered and evaporated. The residue was partitioned between dichloromethane and saturated aqueous sodium carbonate solution and the organic layer was dried over magnesium sulphate and evaporated t... Reactants: CCC(C)n1c(Br)nc2c(-c3cnc(N)nc3)nc(N3CCOCC3)nc21, C[Zn]C, CO, C1COCCO1. The product is CCC(C)n1c(C)nc2c(-c3cnc(N)nc3)nc(N3CCOCC3)nc21. As a reaction SMILES: [Br:1][c:2]1[n:3]([CH:24]([CH3:25])[CH2:26][CH3:27])[c:4]2[n:5][c:6]([N:18]3[CH2:19][CH2:20][O:21][CH2:22][CH2:23]3)[n:7][c:8](-[c:11]3[cH:12][n:13][c:14]([NH2:17])[n:15][cH:16]3)[c:9]2[n:10]1.[CH3:28][Zn:29][CH3:30].[CH3:31][OH:32].[O:33]1[CH2:34][CH2:35][O:36][CH2:37][CH2:38]1>>[c:2]1([CH3:28])[n:3]([CH:24]([CH3:25])[CH2:26][CH3:27])[c:4]2[n:5][c:6]([N:18]3[CH2:19][CH2:20][O:21][CH2:22][CH2:23]3)[n:7][c:8](-[c:11]3[cH:12][n:13][c:14]([NH2:17])[n:15][cH:16]3)[c:9]2[n:10]1. The reactants are [OH-].[K+] (potasium hydroxide), OCCN1CCN(CC1)CCCN (3-[4-(2-hydroxyethyl)-1-piperazinyl]propylamine), CO (methanol), C(=S)=S (carbon disulfide). Procedure: To a solution of potasium hydroxide (1.5 g) in methanol (11 ml) was added 3-[4-(2-hydroxyethyl)-1-piperazinyl]propylamine (5.0 g) and thereto was added carbon disulfide (2.0 g) under ice cooling over a period of 10 minutes. The resulting mixture was stirred for 2 hours under ice cooling. The reaction mixture was evaporated under reduced pressure. The residual oil was dissolved in water (10 ml), washed with diethyl ether. The washed aqueous layer was ice-cooled and thereto was added methyl iodide... Reaction SMILES: [OH-].[K+].[OH:3][CH2:4][CH2:5][N:6]1[CH2:11][CH2:10][N:9]([CH2:12][CH2:13][CH2:14][NH2:15])[CH2:8][CH2:7]1.[C:16](=[S:18])=[S:17].[CH3:19]O>>[OH:3][CH2:4][CH2:5][N:6]1[CH2:11][CH2:10][N:9]([CH2:12][CH2:13][CH2:14][NH:15][C:16](=[S:18])[S:17][CH3:19])[CH2:8][CH2:7]1 |f:0.1|. The product is OCCN1CCN(CC1)CCCNC(SC)=S (methyl N-[3-[4-(2-hydroxy-ethyl)-1-piperazinyl]propyl]dithio-carbamate). Reaction conditions: time 2 hour. Reactants: C(C)(C)(C)OC(=O)N1CCC(CC1)OC1=CC(=C(C=C1)CC(=O)N1CCC(CC1)N1C(OCC2=C1C=CC=C2)=O)C(F)(F)F (1-(1-(4-(1-tert-butyloxycarbonyl-4-piperidinyloxy)-2-(trifluoromethyl)phenyl-acetyl)piperidin-4-yl)-4H-3,1-benzoxazin-2(1H)-one), Cl (HCl). Run in CCOC(=O)C (EtOAc). Run at temperature 0 celsius, time 45 minute. The product is hydrochloride salt, N1CCC(CC1)OC1=CC(=C(C=C1)CC(=O)N1CCC(CC1)N1C(OCC2=C1C=CC=C2)=O)C(F)(F)F (1-(1-(4-(4-piperidinyloxy)-2-trifluoromethylphenylacetyl)piperidin-4-yl)-4H-3,1-benzoxazin-2(1H)-one). RXN SMILES: C(OC([N:8]1[CH2:13][CH2:12][CH:11]([O:14][C:15]2[CH:20]=[CH:19][C:18]([CH2:21][C:22]([N:24]3[CH2:29][CH2:28][CH:27]([N:30]4[C:35]5[CH:36]=[CH:37][CH:38]=[CH:39][C:34]=5[CH2:33][O:32][C:31]4=[O:40])[CH2:26][CH2:25]3)=[O:23])=[C:17]([C:41]([F:44])([F:43])[F:42])[CH:16]=2)[CH2:10][CH2:9]1)=O)(C)(C)C.Cl>CCOC(C)=O>[NH:8]1[CH2:13][CH2:12][CH:11]([O:14][C:15]2[CH:20]=[CH:19][C:18]([CH2:21][C:22]([N:24]3[CH2:25][CH2:26][CH:27]([N:30]4[C:35]5[CH:36]=[CH:37][CH:38]=[CH:39][C:34]=5[CH2:33][O:32][C:31]4=[O:40])[CH2:28][CH2:29]3)=[O:23])=[C:17]([C:41]([F:44])([F:42])[F:43])[CH:16]=2)[CH2:10][CH2:9]1. Reported procedure: Into a stirred solution of 1-(1-(4-(1-tert-butyloxycarbonyl-4-piperidinyloxy)-2-(trifluoromethyl)phenylacetyl)piperidin-4-yl)-4H-3,1-benzoxazin-2(1H)-one (0.35 g, 0.51 mmol) from Step 7 above in EtOAc (25 mL) at 0° C. was bubbled HCl gas for 15 min. The resulting suspension was stirred at 0° C. for 45 min. Excess HCl was removed by bubbling argon though the mixture for 15 min. The solvent was removed under reduced pressure and the residue was dissolved in CH2Cl2. The solvent was evaporated under...